describe an organic reaction: reactants, conditions, products, and yield From a dataset of the Open Reaction Database (ORD), a public repository of structured organic reaction records. Reactants: [Na+], [Na+], O=C([O-])[O-], Oc1ccnc2ccc3c(c12)OCCO3, CN(C)C=O, BrP(Br)Br. The product is Brc1ccnc2ccc3c(c12)OCCO3. RXN SMILES: [Na+:20].[Na+:21].[O-:22][C:23](=[O:24])[O-:25].[O:1]1[CH2:2][CH2:3][O:4][c:5]2[c:6]1[c:7]1[c:8]([OH:15])[cH:9][cH:10][n:11][c:12]1[cH:13][cH:14]2.[O:26]=[CH:27][N:28]([CH3:29])[CH3:30].[P:16]([Br:17])([Br:18])[Br:19]>>[O:1]1[CH2:2][CH2:3][O:4][c:5]2[c:6]1[c:7]1[c:8]([Br:17])[cH:9][cH:10][n:11][c:12]1[cH:13][cH:14]2. Starting materials: COC1=CC=C(CN(C2=NC(=NC(=N2)C)C=2C(=NC=C(C=O)C2)NC=2C=NC(=CC2)OC)CC2=CC=C(C=C2)OC)C=C1 (5-(4-(Bis(4-methoxybenzyl)amino)-6-methyl-1,3,5-triazin-2-yl)-6-(6-methoxypyridin-3-ylamino)nicotinaldehyde), C(C)(=O)O[BH-](OC(C)=O)OC(C)=O.[Na+] (sodium triacetoxyborohydride), Cl.N1CCC1 (azetidine hydrochloride), C(C)(C)N(CC)C(C)C (diisopropylethylamine), C(C)(=O)O[BH-](OC(C)=O)OC(C)=O.[Na+] (sodium triacetoxyborohydride). The solvent is CO (methanol), C(Cl)Cl (DCM). Run at time 2 hour. Product: N1(CCC1)CC=1C=C(C(=NC1)NC=1C=NC(=CC1)OC)C1=NC(=NC(=N1)C)N(CC1=CC=C(C=C1)OC)CC1=CC=C(C=C1)OC (4-(5-(azetidin-1-ylmethyl)-2-(6-methoxypyridin-3-ylamino)pyridin-3-yl)-N,N-bis(4-methoxybenzyl)-6-methyl-1,3,5-triazin-2-amine). The yield is 61.4%. RXN SMILES: [CH3:1][O:2][C:3]1[CH:43]=[CH:42][C:6]([CH2:7][N:8]([CH2:33][C:34]2[CH:39]=[CH:38][C:37]([O:40][CH3:41])=[CH:36][CH:35]=2)[C:9]2[N:14]=[C:13]([CH3:15])[N:12]=[C:11]([C:16]3[C:17]([NH:24][C:25]4[CH:26]=[N:27][C:28]([O:31][CH3:32])=[CH:29][CH:30]=4)=[N:18][CH:19]=[C:20]([CH:23]=3)[CH:21]=O)[N:10]=2)=[CH:5][CH:4]=1.C(O[BH-](OC(=O)C)OC(=O)C)(=O)C.[Na+].Cl.[NH:59]1[CH2:62][CH2:61][CH2:60]1.C(N(C(C)C)CC)(C)C>CO.C(Cl)Cl>[N:59]1([CH2:21][C:20]2[CH:23]=[C:16]([C:11]3[N:12]=[C:13]([CH3:15])[N:14]=[C:9]([N:8]([CH2:7][C:6]4[CH:42]=[CH:43][C:3]([O:2][CH3:1])=[CH:4][CH:5]=4)[CH2:33][C:34]4[CH:39]=[CH:38][C:37]([O:40][CH3:41])=[CH:36][CH:35]=4)[N:10]=3)[C:17]([NH:24][C:25]3[CH:26]=[N:27][C:28]([O:31][CH3:32])=[CH:29][CH:30]=3)=[N:18][CH:19]=2)[CH2:62][CH2:61][CH2:60]1 |f:1.2,3.4|. Procedure details: 5-(4-(Bis(4-methoxybenzyl)amino)-6-methyl-1,3,5-triazin-2-yl)-6-(6-methoxypyridin-3-ylamino)nicotinaldehyde (228 mg, 0.395 mmol) and sodium triacetoxyborohydride (125 mg, 0.592 mmol) were added to a solution of azetidine hydrochloride (Aldrich, St. Louis, Mo.) (48.0 mg, 0.513 mmol) in methanol (2 mL), DCM (2 mL) and diisopropylethylamine (103 μL, 0.592 mmol). The reaction mixture was stirred at ambient temperature for 2 h. More sodium triacetoxyborohydride was added and the mixture was allowed t... Reactants: resultant mixture, Cl (Hydrogen chloride), N=1C=CN2C1C=C(C=C2)C#N (imidazo[1,2-a]pyridine-7-carbonitrile), CO (methanol). Solvent: CCOCC (ether). The product is Cl.COC(=N)C1=CC=2N(C=C1)C=CN2 (Imidazo[1,2-a]pyridine-7-carboximidic Acid Methyl Ester Hydrochloride). Yield: 80.0%. Reaction SMILES: [ClH:1].[N:2]1[CH:3]=[CH:4][N:5]2[CH:10]=[CH:9][C:8]([C:11]#[N:12])=[CH:7][C:6]=12.[CH3:13][OH:14]>CCOCC>[ClH:1].[CH3:13][O:14][C:11]([C:8]1[CH:9]=[CH:10][N:5]2[CH:4]=[CH:3][N:2]=[C:6]2[CH:7]=1)=[NH:12] |f:4.5|. Reported procedure: Hydrogen chloride gas was bubbled through a mixture of imidazo[1,2-a]pyridine-7-carbonitrile (1.0 g, 7.0 mmol), methanol (10 ml) and ether (25 ml) at room temperature for 3 minutes. The resultant mixture was stirred for 3 hours. The solid material was isolated by filtration and was washed with diethyl ether to furnish a 80% pure tan solid (1.7 g). MS: Starting materials: C1(CCCCC1)C=C(C(C(C)(C)C)O)N1N=CN=C1 (1-cyclohexyl-4,4-dimethyl-2-(1,2,4-triazol-1-yl)-pent-1-en-3-ol), C(C)(=O)Cl (acetyl chloride), [H-].[Na+] (sodium hydride), [H][H] (hydrogen). Solvent: O1CCOCC1 (dioxane), O1CCOCC1 (dioxane). Yields the product C(C)(=O)OC(C(=CC1CCCCC1)N1N=CN=C1)C(C)(C)C (3-acetoxy-1-cyclohexyl-4,4-dimethyl-2-(1,2,4-triazol-1-yl)-pent-1-ene). Isolated yield 36.7%. RXN SMILES: [CH:1]1([CH:7]=[C:8]([N:15]2[CH:19]=[N:18][CH:17]=[N:16]2)[CH:9]([OH:14])[C:10]([CH3:13])([CH3:12])[CH3:11])[CH2:6][CH2:5][CH2:4][CH2:3][CH2:2]1.[H-].[Na+].[H][H].[C:24](Cl)(=[O:26])[CH3:25]>O1CCOCC1>[C:24]([O:14][CH:9]([C:10]([CH3:13])([CH3:12])[CH3:11])[C:8]([N:15]1[CH:19]=[N:18][CH:17]=[N:16]1)=[CH:7][CH:1]1[CH2:2][CH2:3][CH2:4][CH2:5][CH2:6]1)(=[O:26])[CH3:25] |f:1.2|. Procedure details: A solution of 13.15 g (0.05 mol) of 1-cyclohexyl-4,4-dimethyl-2-(1,2,4-triazol-1-yl)-pent-1-en-3-ol (prepared as described in Example II-2) in 50 ml of dioxane was added dropwise to a suspension of 1.5 g of 80% strength sodium hydride in 50 ml of dioxane. After the evolution of hydrogen had ceased, 3.9 g (0.05 mol) of acetyl chloride were added dropwise to the mixture. The mixture was heated under reflux for 4 hours. After the mixture had cooled, the solvent was distilled off in vacuo, and the r... The reactants are FC1=CC=2C3=C(COC2C=C1)C=C(S3)C(=O)Cl (8-fluoro-4H-thieno[3,2-c]chromene-2-carbonyl chloride), BrC1=C(NC)C=CC=C1 (2-bromo-N-methylaniline), N1=CC=CC=C1 (Pyridine). The reagents and catalysts are CN(C)C=1C=CN=CC1 (DMAP). The solvent is C(Cl)Cl (methylene chloride). The product is BrC1=C(C=CC=C1)N(C(=O)C1=CC=2COC=3C=CC(=CC3C2S1)F)C (N-(2-bromophenyl)-8-fluoro-N-methyl-4H-thieno[3,2-c]chromene-2-carboxamide). Yield: 24.0%. Reaction SMILES: [F:1][C:2]1[CH:11]=[CH:10][C:9]2[O:8][CH2:7][C:6]3[CH:12]=[C:13]([C:15](Cl)=[O:16])[S:14][C:5]=3[C:4]=2[CH:3]=1.[Br:18][C:19]1[CH:26]=[CH:25][CH:24]=[CH:23][C:20]=1[NH:21][CH3:22].N1C=CC=CC=1>CN(C1C=CN=CC=1)C.C(Cl)Cl>[Br:18][C:19]1[CH:26]=[CH:25][CH:24]=[CH:23][C:20]=1[N:21]([CH3:22])[C:15]([C:13]1[S:14][C:5]2[C:4]3[CH:3]=[C:2]([F:1])[CH:11]=[CH:10][C:9]=3[O:8][CH2:7][C:6]=2[CH:12]=1)=[O:16]. Procedure: To a reaction vial charged with 8-fluoro-4H-thieno[3,2-c]chromene-2-carbonyl chloride (0.05 g, 0.2 mmol) and 2-bromo-N-methylaniline (0.044 g, 0.24 mmol) was added a catalytic amount of DMAP. Pyridine in methylene chloride (1.2 M, 0.66 mL) was added and the reaction was stirred at room temperature with LC/MS monitor. The reaction was complete in a couple hours. After aqueous work up, the reaction mixture was concentrated in vacuo, taken into DMF at 100 mg/ml and purified by preparative RP-HPLC t... Reactants: C1=CCCCC1, CCCC1CCC(NCc2ccccc2)CC1, CCO. Product: CCCC1CCC(N)CC1. Reaction SMILES: [CH2:18]1[CH2:19][CH:20]=[CH:21][CH2:22][CH2:23]1.[CH2:1]([c:2]1[cH:3][cH:4][cH:5][cH:6][cH:7]1)[NH:8][CH:9]1[CH2:10][CH2:11][CH:12]([CH2:15][CH2:16][CH3:17])[CH2:13][CH2:14]1.[CH3:24][CH2:25][OH:26]>>[NH2:8][CH:9]1[CH2:10][CH2:11][CH:12]([CH2:15][CH2:16][CH3:17])[CH2:13][CH2:14]1.